This data is from the Open Reaction Database (ORD), a public repository of structured organic reaction records. The task is: describe an organic reaction: reactants, conditions, products, and yield Starting materials: C(C1=CC=CC=C1)[C@H](C(=O)O)CC(=O)N1C[C@H]2CCCC[C@H]2C1 ((S)-2-benzyl-3-(cis-hexahydro-2-isoindolinylcarbonyl)propionic acid), [OH-].[Na+] (sodium hydroxide). The solvent is C(C)O (ethanol). Yields the product O.C(C1=CC=CC=C1)[C@H](C(=O)[O-])CC(=O)N1C[C@H]2CCCC[C@H]2C1.[Na+] (sodium (S)-2-benzyl-3-(cis-hexahydro-2-isoindolinylcarbonyl)propionate monohydrate). RXN SMILES: [CH2:1]([C@@H:8]([CH2:12][C:13]([N:15]1[CH2:23][C@H:22]2[C@H:17]([CH2:18][CH2:19][CH2:20][CH2:21]2)[CH2:16]1)=[O:14])[C:9]([OH:11])=[O:10])[C:2]1[CH:7]=[CH:6][CH:5]=[CH:4][CH:3]=1.[OH-].[Na+:25]>C(O)C>[OH2:10].[CH2:1]([C@@H:8]([CH2:12][C:13]([N:15]1[CH2:16][C@H:17]2[C@H:22]([CH2:21][CH2:20][CH2:19][CH2:18]2)[CH2:23]1)=[O:14])[C:9]([O-:11])=[O:10])[C:2]1[CH:3]=[CH:4][CH:5]=[CH:6][CH:7]=1.[Na+:25] |f:1.2,4.5.6|. Procedure: To a solution of (S)-2-benzyl-3-(cis-hexahydro-2-isoindolinylcarbonyl)propionic acid (1.38 g) in ethanol (5 ml) was added 2N sodium hydroxide solution (2.19 ml). After the solvent was evaporated under reduced pressure, the residue was crystallized from ethyl acetate to give 1.44 g of sodium (S)-2-benzyl-3-(cis-hexahydro-2-isoindolinylcarbonyl)propionate monohydrate. The reactants are Cl.NCC#N (aminoacetonitrile hydrochloride), [OH-].[Na+] (sodium hydroxide), C1(=CC=CC=C1)S(=O)(=O)Cl (benzenesulfonyl chloride). The solvent is O (water). Reaction conditions: time 30 minute. The product is C(#N)CNS(=O)(=O)C1=CC=CC=C1 (N-Cyanomethyl phenylsulfonamide). The yield is 70.8%. RXN SMILES: Cl.[NH2:2][CH2:3][C:4]#[N:5].[OH-].[Na+].[C:8]1([S:14](Cl)(=[O:16])=[O:15])[CH:13]=[CH:12][CH:11]=[CH:10][CH:9]=1>O>[C:4]([CH2:3][NH:2][S:14]([C:8]1[CH:13]=[CH:12][CH:11]=[CH:10][CH:9]=1)(=[O:16])=[O:15])#[N:5] |f:0.1,2.3|. Procedure details: To a stirred solution of 27.8 g (0.3 moles) aminoacetonitrile hydrochloride and 24.0 g (0.3 moles) 50% aqueous sodium hydroxide in 200 ml water, 17.7 g (0.1 mole) benzenesulfonyl chloride were dropped in over about 25 minutes. During the addition, the temperatures of the reaction mixture was kept under 20° C. using an ice bath. After the addition was complete, the ice bath was removed; stirring of the reaction mixture continued for about 30 minutes. The solids which formed were isolated by filtr...